Dataset: the Open Reaction Database (ORD), a public repository of structured organic reaction records. Task: describe an organic reaction: reactants, conditions, products, and yield Conditions: temperature 20 celsius, time 3 hour. Product: N1=C(C=CC=C1)S[Zn]SC1=NC=CC=C1 (bis(2-pyridylthio)zinc). Reactants: N1=C(C=CC=C1)S (2-pyridinethiol), [Cl-].[Zn+2].[Cl-] (zinc chloride). RXN SMILES: [N:1]1[CH:6]=[CH:5][CH:4]=[CH:3][C:2]=1[SH:7].[Cl-].[Zn+2:9].[Cl-]>[OH-].[Na+].O>[N:1]1[CH:6]=[CH:5][CH:4]=[CH:3][C:2]=1[S:7][Zn:9][S:7][C:2]1[CH:3]=[CH:4][CH:5]=[CH:6][N:1]=1 |f:1.2.3,4.5|. Procedure: In a mixture of 525 ml of 1N aqueous sodium hydroxide solution and 400 ml of water was dissolved 61.00 g of 2-pyridinethiol. To this solution was added dropwise 300 ml of water containing 39.36 g of zinc chloride, and the resulting mixture was stirred at 20° C for 3 hours. The reaction mixture was then filtered off, washed with one liter of water and dried. There was obtained 74.25 g of bis(2-pyridylthio)zinc as slightly yellowish colorless crystals. The crystals gradually decomposed at about 24... Run in [OH-].[Na+] (sodium hydroxide), O (water), O (water).